This data is from the Open Reaction Database (ORD), a public repository of structured organic reaction records. The task is: describe an organic reaction: reactants, conditions, products, and yield The solvent is C(C)OCC (diethyl ether). Product: CO[C@@H]1[C@H]([C@@H](CCC1(C)C)C(=C)C)CO ((1R,2R,6R)-[2-methoxy-3,3-dimethyl-6-(1-methylvinyl)cyclohexyl]methanol). RXN SMILES: [CH3:1][O:2][C@H:3]1[C:8]([CH3:10])([CH3:9])[CH2:7][CH2:6][C@@H:5]([C:11]([CH3:13])=[CH2:12])[C@@H:4]1[C:14](OC)=[O:15].[H-].[Al+3].[Li+].[H-].[H-].[H-].O.[OH-].[Na+]>C(OCC)C>[CH3:1][O:2][C@H:3]1[C:8]([CH3:10])([CH3:9])[CH2:7][CH2:6][C@@H:5]([C:11]([CH3:13])=[CH2:12])[C@@H:4]1[CH2:14][OH:15] |f:1.2.3.4.5.6,8.9|. The reactants are O (water), [OH-].[Na+] (sodium hydroxide), O (water), CO[C@@H]1[C@H]([C@@H](CCC1(C)C)C(=C)C)C(=O)OC (methyl (1S,2R,6R)-2-methoxy-3,3-dimethyl-6-(1-methylvinyl)cylcohexane-1-carboxylate), [H-].[Al+3].[Li+].[H-].[H-].[H-] (lithium aluminum hydride). Run at time 1 hour. Isolated yield 86157.7%. Reported procedure: To a solution of methyl (1S,2R,6R)-2-methoxy-3,3-dimethyl-6-(1-methylvinyl)cylcohexane-1-carboxylate (1.03 g) in dry diethyl ether (10 ml) at 0° C., lithium aluminum hydride (92 mg) was added in small portions. The mixture was stirred for 1 hr at room temperature. After the mixture was cooled to 0° C., the mixture was treated by successive dropwise addition of 92 ml of water, 92 ml of 15% sodium hydroxide solution and 276 ml of water. The resulting granular white precipitate was filtered, and th... Product: CC(=O)N1CCc2cc(C(C)O)ccc21. The reactants are [Al+3], [BH4-], CC(=O)N1CCc2ccccc21, CC(=O)Cl, [Cl-], [Cl-], [Cl-], ClCCCl, [Na+], O. As a reaction SMILES: [Al+3:18].[BH4-:21].[C:1]([CH3:2])(=[O:3])[N:4]1[CH2:5][CH2:6][c:7]2[cH:8][cH:9][cH:10][cH:11][c:12]21.[CH3:13][C:14]([Cl:15])=[O:16].[Cl-:17].[Cl-:19].[Cl-:20].[Cl:23][CH2:24][CH2:25][Cl:26].[Na+:22].[OH2:27]>>[C:1]([CH3:2])(=[O:3])[N:4]1[CH2:5][CH2:6][c:7]2[cH:8][c:9]([CH:14]([CH3:13])[OH:16])[cH:10][cH:11][c:12]21. The reactants are BrC1=C(C=CC(=C1)C(F)(F)F)/C=C/C(=O)O ((2E)-3-[2-bromo-4-(trifluoromethyl)phenyl]prop-2-enoic acid), NC=1C=C2C=CNC2=CC1 (5-aminoindole). Yields the product BrC1=C(C=CC(=C1)C(F)(F)F)/C=C/C(=O)NC=1C=C2C=CNC2=CC1 ((2E)-3-[2-Bromo-4-(trifluoromethyl)phenyl]-N-indol-5-ylprop-2-enamide). RXN SMILES: [Br:1][C:2]1[CH:7]=[C:6]([C:8]([F:11])([F:10])[F:9])[CH:5]=[CH:4][C:3]=1/[CH:12]=[CH:13]/[C:14]([OH:16])=O.[NH2:17][C:18]1[CH:19]=[C:20]2[C:24](=[CH:25][CH:26]=1)[NH:23][CH:22]=[CH:21]2>>[Br:1][C:2]1[CH:7]=[C:6]([C:8]([F:9])([F:10])[F:11])[CH:5]=[CH:4][C:3]=1/[CH:12]=[CH:13]/[C:14]([NH:17][C:18]1[CH:19]=[C:20]2[C:24](=[CH:25][CH:26]=1)[NH:23][CH:22]=[CH:21]2)=[O:16]. Reported procedure: Analogous to the procedure used to prepare Example 1, (2E)-3-[2-bromo-4-(trifluoromethyl)phenyl]prop-2-enoic acid, Example 97(e), (140 mg, 0.48 mmol) and 5-aminoindole (75 mg, 0.57 mmol, Aldrich) provided, after purification by silica gel chromatography (gradient: 0-25% EtOAc in hexane), the title compound as a yellow solid. MP 205-207° C. MS (ESI, pos. ion) m/z: 409 (M+1). Run in C(C)O (ethanol), O (water). Product: C(#N)C=1C=C(C=CC1)N(C(=O)NC1CCN(CC1)S(=O)(=O)C1=C(C=CC=C1)N)C1CCCCCC1 (N-(3-cyanophenyl)-N'-(1-(2-aminophenyl)sulfonylpiperidin-4-yl)cycloheptylurea). Reagents/catalysts: [Zn] (zinc). Procedure: N-(3-cyanophenyl)-N'-(1-(2-nitrophenyl)sulfonylpiperidin-4-yl)cycloheptylurea (0.71 g, 1.47 mmol) in ethanol (90 ml) and water (10 ml) was stirred with zinc dust (3.2 g, 48.6 mmol) and calcium chloride (0.11 g, 0.95 mmol). This mixture was heated at reflux for 3 h then filtered hot through a Celite® pad and evaporated; 0.59 g of N-(3-cyanophenyl)-N'-(1-(2-aminophenyl)sulfonylpiperidin-4-yl)cycloheptylurea was obtained; LRMS (M+H)+ m/z 454. Starting materials: C(#N)C=1C=C(C=CC1)N(C(=O)NC1CCN(CC1)S(=O)(=O)C1=C(C=CC=C1)[N+](=O)[O-])C1CCCCCC1 (N-(3-cyanophenyl)-N'-(1-(2-nitrophenyl)sulfonylpiperidin-4-yl)cycloheptylurea), [Cl-].[Ca+2].[Cl-] (calcium chloride). The yield is 81.0%. As a reaction SMILES: [C:1]([C:3]1[CH:4]=[C:5]([N:9]([CH:31]2[CH2:37][CH2:36][CH2:35][CH2:34][CH2:33][CH2:32]2)[C:10]([NH:12][CH:13]2[CH2:18][CH2:17][N:16]([S:19]([C:22]3[CH:27]=[CH:26][CH:25]=[CH:24][C:23]=3[N+:28]([O-])=O)(=[O:21])=[O:20])[CH2:15][CH2:14]2)=[O:11])[CH:6]=[CH:7][CH:8]=1)#[N:2].[Cl-].[Ca+2].[Cl-]>C(O)C.O.[Zn]>[C:1]([C:3]1[CH:4]=[C:5]([N:9]([CH:31]2[CH2:37][CH2:36][CH2:35][CH2:34][CH2:33][CH2:32]2)[C:10]([NH:12][CH:13]2[CH2:18][CH2:17][N:16]([S:19]([C:22]3[CH:27]=[CH:26][CH:25]=[CH:24][C:23]=3[NH2:28])(=[O:21])=[O:20])[CH2:15][CH2:14]2)=[O:11])[CH:6]=[CH:7][CH:8]=1)#[N:2] |f:1.2.3|.